This data is from the Open Reaction Database (ORD), a public repository of structured organic reaction records. The task is: describe an organic reaction: reactants, conditions, products, and yield The reactants are CC(C)(C)OC(=O)N(CCCc1ccc(Cl)cc1)C1CCCC1N, CS(=O)(=O)c1ccc(C(=O)O)cc1, CCN=C=NCCCN(C)C, ClCCl, Cl, On1nnc2ccccc21. The product is CC(C)(C)OC(=O)N(CCCc1ccc(Cl)cc1)C1CCCC1NC(=O)c1ccc(S(C)(=O)=O)cc1. Reaction SMILES: [C:1]([CH3:2])([CH3:3])([CH3:4])[O:5][C:6]([N:7]([CH2:8][CH2:9][CH2:10][c:11]1[cH:12][cH:13][c:14]([Cl:17])[cH:15][cH:16]1)[CH:18]1[CH:19]([NH2:23])[CH2:20][CH2:21][CH2:22]1)=[O:24].[CH3:25][S:26](=[O:27])(=[O:28])[c:29]1[cH:30][cH:31][c:32]([C:33](=[O:34])[OH:35])[cH:36][cH:37]1.[CH3:49][N:50]([CH3:51])[CH2:52][CH2:53][CH2:54][N:55]=[C:56]=[N:57][CH2:58][CH3:59].[Cl:60][CH2:61][Cl:62].[ClH:48].[OH:38][n:39]1[c:40]2[c:41]([cH:42][cH:43][cH:44][cH:45]2)[n:46][n:47]1>>[C:1]([CH3:2])([CH3:3])([CH3:4])[O:5][C:6]([N:7]([CH2:8][CH2:9][CH2:10][c:11]1[cH:12][cH:13][c:14]([Cl:17])[cH:15][cH:16]1)[CH:18]1[CH:19]([NH:23][C:33]([c:32]2[cH:31][cH:30][c:29]([S:26]([CH3:25])(=[O:27])=[O:28])[cH:37][cH:36]2)=[O:34])[CH2:20][CH2:21][CH2:22]1)=[O:24]. The product is C12(CCCC2O1)C=1C=C(C(=O)OCC)C=CC1 (Ethyl 3-(6-oxabicyclo[3.1.0]hex-1-yl)-benzoate), oil. Solvent: C(Cl)Cl (methylene chloride). Reactants: C1(=CCCC1)C=1C=C(C(=O)OCC)C=CC1 (Ethyl 3-cyclopenten-1-ylbenzoate), ClC1=CC(=CC=C1)C(=O)OO (meta-chloroperbenzoic acid). Run at temperature 0 celsius, time 30 minute. Procedure: 5 g (23 mmol) of ethyl 3-cyclopent-1-ylbenzoate (4a) and 100 ml of methylene chloride are introduced into a round-bottomed flask. The solution is cooled to 0° C. and 9 g (28 mmol) of meta-chloroperbenzoic acid are added in portions. The mixture is stirred for 30 minutes at 0° C. and then for 4 hours at room temperature. The mixture is filtered. The filtrate is successively washed with a saturated aqueous sodium thiosulfate solution, a saturated aqueous sodium bicarbonate solution and then with a... As a reaction SMILES: [C:1]1([C:6]2[CH:7]=[C:8]([CH:14]=[CH:15][CH:16]=2)[C:9]([O:11][CH2:12][CH3:13])=[O:10])[CH2:5][CH2:4][CH2:3][CH:2]=1.ClC1C=CC=C(C(OO)=[O:25])C=1>C(Cl)Cl>[C:1]12([C:6]3[CH:7]=[C:8]([CH:14]=[CH:15][CH:16]=3)[C:9]([O:11][CH2:12][CH3:13])=[O:10])[O:25][CH:5]1[CH2:4][CH2:3][CH2:2]2. Starting materials: CC(C)CCO, COc1ccc2c(N)nc(Cl)nc2c1OC, O, O=C(c1ccco1)N1CCNCC1. Product: Cl, COc1ccc2c(N)nc(N3CCN(C(=O)c4ccco4)CC3)nc2c1OC. As a reaction SMILES: [CH2:30]([OH:31])[CH2:32][CH:33]([CH3:34])[CH3:35].[Cl:1][c:2]1[n:3][c:4]2[c:5]([O:15][CH3:16])[c:6]([O:13][CH3:14])[cH:7][cH:8][c:9]2[c:10]([NH2:12])[n:11]1.[OH2:36].[o:17]1[c:18]([C:22](=[O:23])[N:24]2[CH2:25][CH2:26][NH:27][CH2:28][CH2:29]2)[cH:19][cH:20][cH:21]1>>[ClH:1].[c:2]1([N:27]2[CH2:26][CH2:25][N:24]([C:22]([c:18]3[o:17][cH:21][cH:20][cH:19]3)=[O:23])[CH2:29][CH2:28]2)[n:3][c:4]2[c:5]([O:15][CH3:16])[c:6]([O:13][CH3:14])[cH:7][cH:8][c:9]2[c:10]([NH2:12])[n:11]1. The reactants are O.COC1=CC=C(C=C1)N(N)S(=O)(=O)[O-].[Na+] (sodium p-methoxyphenylhydrazine sulphonate monohydrate), ClC=1SC=C(N1)C(=O)Cl (2-chlorothiazole-4-carboxylic acid chloride). Reaction conditions: temperature 70 celsius. The solvent is O (water), C(C)(C)(C)O (tert. butanol). The product is C(CCC(=O)C)(=O)O (levulinic acid), S(O)(O)(=O)=O (sulphuric acid). As a reaction SMILES: [OH2:1].C[O:3][C:4]1C=CC(N([S:12]([O-:15])(=[O:14])=[O:13])N)=C[CH:5]=1.[Na+].ClC1S[CH:20]=[C:21]([C:23](Cl)=[O:24])N=1>O.C(O)(C)(C)C>[C:23]([OH:24])(=[O:1])[CH2:21][CH2:20][C:4]([CH3:5])=[O:3].[S:12](=[O:13])(=[O:24])([OH:14])[OH:15] |f:0.1.2|. Procedure: 25.8 g (0.1 mole) of sodium p-methoxyphenylhydrazine sulphonate monohydrate are dissolved in a mixture of 112 ml of water and 48 ml of tert. butanol, and 20 g (0.11 mole) of 2-chlorothiazole-4-carboxylic acid chloride added. The reaction mixture is stirred at room temperature for an hour and at 70°C for another hour. Then, without isolating the product, 43.5 ml of levulinic acid and 5 ml of concentrated sulphuric acid are added, and the mixture is stirred at 80°C for 4 hours. On diluting the rea... The reactants are IC=1C=C2C(C(NC2=CC1)=O)=NNC(=O)C1=CC=C(C(=O)OC)C=C1 (methyl 4-{[2-(5-iodo-2-oxo-1,2-dihydro-3H-indol-3-ylidene)hydrazino]carbonyl}benzoate), [OH-].[Na+] (NaOH). Run in C1CCOC1 (THF). Reaction conditions: time 5 hour. Product: IC=1C=C2C(C(NC2=CC1)=O)=NNC(=O)C1=CC=C(C(=O)O)C=C1 (4-{[2-(5-Iodo-2-oxo-1,2-dihydro-3H-indol-3-ylidene)hydrazino]-carbonyl}benzoic acid). Isolated yield 74.0%. As a reaction SMILES: [I:1][C:2]1[CH:3]=[C:4]2[C:8](=[CH:9][CH:10]=1)[NH:7][C:6](=[O:11])[C:5]2=[N:12][NH:13][C:14]([C:16]1[CH:25]=[CH:24][C:19]([C:20]([O:22]C)=[O:21])=[CH:18][CH:17]=1)=[O:15].[OH-].[Na+]>C1COCC1>[I:1][C:2]1[CH:3]=[C:4]2[C:8](=[CH:9][CH:10]=1)[NH:7][C:6](=[O:11])[C:5]2=[N:12][NH:13][C:14]([C:16]1[CH:25]=[CH:24][C:19]([C:20]([OH:22])=[O:21])=[CH:18][CH:17]=1)=[O:15] |f:1.2|. Procedure: Into a suspension of methyl 4-{[2-(5-iodo-2-oxo-1,2-dihydro-3H-indol-3-ylidene)hydrazino]carbonyl}benzoate (80 mg, 0.18 mmol) in THF (5 mL) was added NaOH (0.2 M, 2.5 mL). The resulting solution was stirred at rt for 5 hrs and quenched with HCl (1N, 2 mL) and water (5 mL). A yellow solid precipitated out. Filtration, washing with water (2×1 mL) and drying under vacuo at rt for 72 hrs to give the tilte compound as a yellow powder (58 mg, 75%) in 98.6% purity by HPLC (MaxPlot detection between 230...